This data is from the Open Reaction Database (ORD), a public repository of structured organic reaction records. The task is: describe an organic reaction: reactants, conditions, products, and yield Reactants: C(C)(C)(C)OC(NC1=CC(=CC=C1)CBr)=O ((3-bromomethyl-phenyl)-carbamic acid tert-butyl ester), [H-].[Na+] (sodium hydride), oil, [N+](=O)([O-])C1=NNC=C1 (3-Nitro-1H-pyrazole). The solvent is CN(C=O)C (N,N-dimethylformamide), C(C)(=O)OCC (ethyl acetate). Reaction conditions: temperature 0 celsius. Yields the product C(C)(C)(C)OC(NC1=CC(=CC=C1)CN1N=C(C=C1)[N+](=O)[O-])=O ([3-(3-nitro-pyrazol-1-ylmethyl)-phenyl]-carbamic acid tert-butyl ester). The yield is 46.7%. RXN SMILES: [N+:1]([C:4]1[CH:8]=[CH:7][NH:6][N:5]=1)([O-:3])=[O:2].[H-].[Na+].[C:11]([O:15][C:16](=[O:26])[NH:17][C:18]1[CH:23]=[CH:22][CH:21]=[C:20]([CH2:24]Br)[CH:19]=1)([CH3:14])([CH3:13])[CH3:12]>CN(C)C=O.C(OCC)(=O)C>[C:11]([O:15][C:16](=[O:26])[NH:17][C:18]1[CH:23]=[CH:22][CH:21]=[C:20]([CH2:24][N:6]2[CH:7]=[CH:8][C:4]([N+:1]([O-:3])=[O:2])=[N:5]2)[CH:19]=1)([CH3:14])([CH3:13])[CH3:12] |f:1.2|. Reported procedure: 3-Nitro-1H-pyrazole (prepared in example 3, 595 mg, 5.26 mmol) was dissolved in anhydrous N,N-dimethylformamide (10 mL) and a 60% dispersion of sodium hydride in mineral oil (211 mg, 5.28 mmol) was added while stirring under nitrogen. After the effervescence ceased and the reaction stirred for an additional 25 min, the reaction was chilled to 0° C. and (3-bromomethyl-phenyl)-carbamic acid tert-butyl ester (1.50 g, 5.26 mmol) was added. The reaction continued to stir under nitrogen at 0° C. for 2... The reactants are NC(=O)C=1C=C(C=CC1)B(O)O (3-(aminocarbonyl)phenyl boronic acid), IC1=CC(=C(C=C1)C1OCCO1)C(F)(F)F (2-[4-iodo-2-(trifluoromethyl)phenyl]-1,3-dioxolane). Solvent: C1(=CC=CC=C1)C.CCO (PhMe EtOH). Yields the product O1C(OCC1)C1=C(C=C(C=C1)C1=CC(=CC=C1)C(=O)N)C(F)(F)F (4′-(1,3-dioxolan-2-yl)-3′-(trifluoromethyl)-1,1′-biphenyl-3-carboxamide). Reaction SMILES: [NH2:1][C:2]([C:4]1[CH:5]=[C:6](B(O)O)[CH:7]=[CH:8][CH:9]=1)=[O:3].I[C:14]1[CH:19]=[CH:18][C:17]([CH:20]2[O:24][CH2:23][CH2:22][O:21]2)=[C:16]([C:25]([F:28])([F:27])[F:26])[CH:15]=1>C1(C)C=CC=CC=1.CCO>[O:21]1[CH2:22][CH2:23][O:24][CH:20]1[C:17]1[CH:18]=[CH:19][C:14]([C:6]2[CH:7]=[CH:8][CH:9]=[C:4]([C:2]([NH2:1])=[O:3])[CH:5]=2)=[CH:15][C:16]=1[C:25]([F:26])([F:27])[F:28] |f:2.3|. Procedure: The title compound was prepared from 3-(aminocarbonyl)phenyl boronic acid and 2-[4-iodo-2-(trifluoromethyl)phenyl]-1,3-dioxolane (I-IX-7) according to the procedure described for IX-10, using PhMe/EtOH (4:1) as organic cosolvents. Colorless solid. LC/MS (method A) 2.38 min; m/z 338 (M+H). Starting materials: COC(=O)C#CC(=O)OC, ClC(Cl)Cl, Nc1cccc[n+]1[O-]. Reaction SMILES: [C:9](#[C:10][C:11](=[O:12])[O:13][CH3:14])[C:15](=[O:16])[O:17][CH3:18].[CH:19]([Cl:20])([Cl:21])[Cl:22].[NH2:1][c:2]1[n+:3]([O-:8])[cH:4][cH:5][cH:6][cH:7]1>>[NH:1]([c:2]1[n+:3]([O-:8])[cH:4][cH:5][cH:6][cH:7]1)[C:10](=[CH:9][C:15](=[O:16])[O:17][CH3:18])[C:11](=[O:12])[O:13][CH3:14]. The product is COC(=O)C=C(Nc1cccc[n+]1[O-])C(=O)OC. The reactants are CC(=O)O[BH-](OC(C)=O)OC(C)=O, O=C([O-])O, ClCCl, CC(=O)O, COc1ccc(-c2cc3cc(F)c(F)cc3[nH]2)cc1N, [Na+], [Na+], O=Cc1cccs1. Product: COc1ccc(-c2cc3cc(F)c(F)cc3[nH]2)cc1NCc1cccs1. RXN SMILES: [C:32]([O:33][BH-:34]([O:35][C:36](=[O:37])[CH3:38])[O:39][C:40](=[O:41])[CH3:42])(=[O:43])[CH3:44].[C:46](=[O:47])([OH:48])[O-:49].[CH2:51]([Cl:52])[Cl:53].[CH3:28][C:29](=[O:30])[OH:31].[F:8][c:9]1[cH:10][c:11]2[cH:12][c:13](-[c:19]3[cH:20][cH:21][c:22]([O:26][CH3:27])[c:23]([NH2:25])[cH:24]3)[nH:14][c:15]2[cH:16][c:17]1[F:18].[Na+:45].[Na+:50].[s:1]1[c:2]([CH:6]=[O:7])[cH:3][cH:4][cH:5]1>>[s:1]1[c:2]([CH2:6][NH:25][c:23]2[c:22]([O:26][CH3:27])[cH:21][cH:20][c:19](-[c:13]3[cH:12][c:11]4[cH:10][c:9]([F:8])[c:17]([F:18])[cH:16][c:15]4[nH:14]3)[cH:24]2)[cH:3][cH:4][cH:5]1. Starting materials: ON1N=NC2=C1C=CC=C2 (1-hydroxybenzotriazole), Cl.C(C)N=C=NCCCN(C)C (1-ethyl-3-(3′-dimethylaminopropyl)carbodiimide hydrochloride), C1(=CC=CC=C1)C=1N=C(OC1C1=CC=CC=C1)C=1[C@@H](CCCC1)CC=1C=C(C(=O)O)C=CC1 ((S)-3-{[2-(4,5-diphenyloxazol-2-yl)-2-cyclohexen-1-yl]methyl}benzoic acid), NCCC1=NC=CC=C1 (2-(2-aminoethyl)pyridine). Solvent: CN(C)C=O (DMF), CCOC(=O)C (EtOAc). Conditions: time 2 hour. Product: N1=C(C=CC=C1)CCNC(C1=CC(=CC=C1)C[C@H]1C(=CCCC1)C=1OC(=C(N1)C1=CC=CC=C1)C1=CC=CC=C1)=O ((S)-N-[2-(2-pyridyl)ethyl]-3-{[2-(4,5-diphenyloxazol-2-yl)-2-cyclohexen-1-yl]methyl}benzamide). The yield is 93.2%. As a reaction SMILES: [C:1]1([C:7]2[N:8]=[C:9]([C:18]3[C@H:19]([CH2:24][C:25]4[CH:26]=[C:27]([CH:31]=[CH:32][CH:33]=4)[C:28](O)=[O:29])[CH2:20][CH2:21][CH2:22][CH:23]=3)[O:10][C:11]=2[C:12]2[CH:17]=[CH:16][CH:15]=[CH:14][CH:13]=2)[CH:6]=[CH:5][CH:4]=[CH:3][CH:2]=1.[NH2:34][CH2:35][CH2:36][C:37]1[CH:42]=[CH:41][CH:40]=[CH:39][N:38]=1.ON1C2C=CC=CC=2N=N1.Cl.C(N=C=NCCCN(C)C)C>CN(C=O)C.CCOC(C)=O>[N:38]1[CH:39]=[CH:40][CH:41]=[CH:42][C:37]=1[CH2:36][CH2:35][NH:34][C:28](=[O:29])[C:27]1[CH:31]=[CH:32][CH:33]=[C:25]([CH2:24][C@@H:19]2[CH2:20][CH2:21][CH2:22][CH:23]=[C:18]2[C:9]2[O:10][C:11]([C:12]3[CH:13]=[CH:14][CH:15]=[CH:16][CH:17]=3)=[C:7]([C:1]3[CH:6]=[CH:5][CH:4]=[CH:3][CH:2]=3)[N:8]=2)[CH:26]=1 |f:3.4|. Procedure details: To a mixture of (S)-3-{[2-(4,5-diphenyloxazol-2-yl)-2-cyclohexen-1-yl]methyl}benzoic acid (120 mg, 0.276 mmol) and 2-(2-aminoethyl)pyridine (0.040 ml, 0.331 mmol) in DMF (5 ml) was added 1-hydroxybenzotriazole (56 mg, 0.414 mmol) and 1-ethyl-3-(3′-dimethylaminopropyl)carbodiimide hydrochloride (106 mg, 0.552 mmol). After stirring the resulting mixture at room temperature for 2 hours, the reaction mixture was diluted with EtOAc (30 ml), washed with water, saturated sodium hydrogencarbonate soluti... Starting materials: C1CCNCC1, CCO, O=C1Cc2cc(Cl)ccc2N1, O=Cc1cc2ccccc2[nH]1. The product is O=C1Nc2ccc(Cl)cc2C1=Cc1cc2ccccc2[nH]1. RXN SMILES: [CH2:23]1[CH2:24][CH2:25][NH:26][CH2:27][CH2:28]1.[CH3:29][CH2:30][OH:31].[Cl:1][c:2]1[cH:3][c:4]2[c:8]([cH:9][cH:10]1)[NH:7][C:6](=[O:11])[CH2:5]2.[nH:12]1[c:13]([CH:21]=[O:22])[cH:14][c:15]2[cH:16][cH:17][cH:18][cH:19][c:20]12>>[Cl:1][c:2]1[cH:3][c:4]2[c:8]([cH:9][cH:10]1)[NH:7][C:6](=[O:11])[C:5]2=[CH:21][c:13]1[nH:12][c:20]2[c:15]([cH:14]1)[cH:16][cH:17][cH:18][cH:19]2. Yields the product CCOC(=O)c1ccc(-n2cc(C#N)c(-c3cccc(CO)c3)c2)cc1. Reaction SMILES: [BH3:39].[C:40](=[O:41])([OH:42])[O-:43].[CH2:1]([CH3:2])[O:3][C:4]([c:5]1[cH:6][cH:7][c:8](-[n:11]2[cH:12][c:13]([C:31]#[N:32])[c:14](-[c:16]3[cH:17][c:18]([CH2:22][O:23][CH2:24][c:25]4[cH:26][cH:27][cH:28][cH:29][cH:30]4)[cH:19][cH:20][cH:21]3)[cH:15]2)[cH:9][cH:10]1)=[O:33].[Na+:44].[O:34]1[CH2:35][CH2:36][CH2:37][CH2:38]1.[O:45]1[CH2:46][CH2:47][CH2:48][CH2:49]1>>[CH2:1]([CH3:2])[O:3][C:4]([c:5]1[cH:6][cH:7][c:8](-[n:11]2[cH:12][c:13]([C:31]#[N:32])[c:14](-[c:16]3[cH:17][c:18]([CH2:22][OH:23])[cH:19][cH:20][cH:21]3)[cH:15]2)[cH:9][cH:10]1)=[O:33]. Starting materials: B, O=C([O-])O, CCOC(=O)c1ccc(-n2cc(C#N)c(-c3cccc(COCc4ccccc4)c3)c2)cc1, [Na+], C1CCOC1, C1CCOC1. Starting materials: B, CO, C1CCOC1, C1CCOC1, CNC(=O)C(O)C(c1ccc(OC)cc1)n1ccc2ccccc21. The product is CNCC(O)C(c1ccc(OC)cc1)n1ccc2ccccc21. RXN SMILES: [BH3:30].[CH3:31][OH:32].[O:25]1[CH2:26][CH2:27][CH2:28][CH2:29]1.[O:33]1[CH2:34][CH2:35][CH2:36][CH2:37]1.[OH:1][CH:2]([C:3](=[O:4])[NH:5][CH3:6])[CH:7]([c:8]1[cH:9][cH:10][c:11]([O:14][CH3:15])[cH:12][cH:13]1)[n:16]1[cH:17][cH:18][c:19]2[cH:20][cH:21][cH:22][cH:23][c:24]12>>[OH:1][CH:2]([CH2:3][NH:5][CH3:6])[CH:7]([c:8]1[cH:9][cH:10][c:11]([O:14][CH3:15])[cH:12][cH:13]1)[n:16]1[cH:17][cH:18][c:19]2[cH:20][cH:21][cH:22][cH:23][c:24]12. Starting materials: ice, COC(=O)C1CCC(CC1)C(=O)O (4-(methoxycarbonyl)cyclohexanecarboxylic acid), C(C)(=O)O.O (acetic acid water). Solvent: O1CCCC1 (tetrahydrofuran). Yields the product OCC1CCC(CC1)C(=O)OC (methyl 4-(hydroxymethyl)cyclohexanecarboxylate). Isolated yield 85.6%. Reaction SMILES: [CH3:1][O:2][C:3]([CH:5]1[CH2:10][CH2:9][CH:8]([C:11](O)=[O:12])[CH2:7][CH2:6]1)=[O:4].C(O)(=O)C.O>O1CCCC1>[OH:12][CH2:11][CH:8]1[CH2:7][CH2:6][CH:5]([C:3]([O:2][CH3:1])=[O:4])[CH2:10][CH2:9]1 |f:1.2|. Reported procedure: To an ice-cold, stirred solution of acid from step 1 (700 mg, 3.8 mmol) in tetrahydrofuran (10 mL) was added borane-dimethyl sulfide complex (2 mL, 4.1 mmol). The reaction mixture was warmed to room temperature for 2 h and a 1:1 mixture of acetic acid/water (10 mL) was added. The resulting mixture was concentrated under reduced pressure. Purification by flash column chromatography (silica, 1:1 hexanes/ethyl acetate) provided methyl 4-(hydroxymethyl)cyclohexanecarboxylate (560 mg): 1H NMR (500 MH...